From a dataset of the Open Reaction Database (ORD), a public repository of structured organic reaction records. describe an organic reaction: reactants, conditions, products, and yield The reactants are CN1CCCC1, O=C(Cl)c1ccc(CCl)cc1, Oc1ccc(Cl)cc1Cl, Cc1ccccc1C. The product is O=C(Oc1ccc(Cl)cc1Cl)c1ccc(CCl)cc1. As a reaction SMILES: [CH3:21][N:22]1[CH2:23][CH2:24][CH2:25][CH2:26]1.[Cl:10][CH2:11][c:12]1[cH:13][cH:14][c:15]([C:16](=[O:17])[Cl:18])[cH:19][cH:20]1.[OH:1][c:2]1[cH:3][cH:4][c:5]([Cl:6])[cH:7][c:8]1[Cl:9].[c:27]1([CH3:28])[c:29]([CH3:30])[cH:31][cH:32][cH:33][cH:34]1>>[O:1]([c:2]1[cH:3][cH:4][c:5]([Cl:6])[cH:7][c:8]1[Cl:9])[C:16]([c:15]1[cH:14][cH:13][c:12]([CH2:11][Cl:10])[cH:20][cH:19]1)=[O:17].